This data is from the Open Reaction Database (ORD), a public repository of structured organic reaction records. The task is: describe an organic reaction: reactants, conditions, products, and yield Reaction conditions: time 2 hour. The product is C(C(C)C)C1=C(C=C(C=O)C=C1)[N+](=O)[O-] (4-isobutyl-3-nitrobenzaldehyde). The reactants are C(C(C)C)C1=CC=C(C=O)C=C1 (4-Isobutyl benzaldehyde), S(O)(O)(=O)=O (sulfuric acid), [N+](=O)(O)[O-] (nitric acid). Procedure: 4-Isobutyl benzaldehyde (7 g, 0.0431 mol) is added drop wise to a mixture of concentrated sulfuric acid & nitric acid (68-72%) (9:1, 60 mL) at 0-5° C. Reaction mixture is allowed to stir at this temperature for 2 hrs, then poured into crushed ice. It is then extracted with ethyl acetate (3×40 mL). Combined organic layer is dried over sodium sulfate and concentrated under reduced pressure. The residue is purified by column chromatography (silica gel, 230-400 mesh, ethyl acetate:n-hexane 1:19) to ... Reaction SMILES: [CH2:1]([C:5]1[CH:12]=[CH:11][C:8]([CH:9]=[O:10])=[CH:7][CH:6]=1)[CH:2]([CH3:4])[CH3:3].S(=O)(=O)(O)O.[N+:18]([O-])([OH:20])=[O:19]>>[CH2:1]([C:5]1[CH:6]=[CH:7][C:8]([CH:9]=[O:10])=[CH:11][C:12]=1[N+:18]([O-:20])=[O:19])[CH:2]([CH3:4])[CH3:3]. The reactants are C(C)(C)(C)OC(=O)N1C[C@H]([C@@H](CC1)C1=CC=CC=C1)C1=CC(=CC=C1)Cl (trans-3-(3-chloro-phenyl)-4-phenyl-piperidine-1-carboxylic acid tert-butyl ester), CS(=O)(=O)C=1C=C(C=CC1)B(O)O (3-(methylsulfonyl)phenylboronic acid), C(=O)([O-])[O-].[Cs+].[Cs+] (Cs2CO3), [(t-Bu)2P(OH)]2PdCl2, O (Water). Run in CC(=O)N(C)C.O (DMA water). The product is C(C)(=O)[O-] (acetate), C(C)(C)(C)OC(=O)N1C[C@H]([C@@H](CC1)C1=CC=CC=C1)C=1C=C(C=CC1)C1=CC(=CC=C1)S(=O)(=O)C (trans-3-(3′-methanesulfonyl-biphenyl-3-yl)-4-phenyl-piperidine-1-carboxylic acid tert-butyl ester). Yield: 99.9%. As a reaction SMILES: [C:1]([O:5][C:6]([N:8]1[CH2:13][CH2:12][C@@H:11]([C:14]2[CH:19]=[CH:18][CH:17]=[CH:16][CH:15]=2)[C@H:10]([C:20]2[CH:25]=[CH:24][CH:23]=[C:22](Cl)[CH:21]=2)[CH2:9]1)=[O:7])([CH3:4])([CH3:3])[CH3:2].[CH3:27][S:28]([C:31]1[CH:32]=[C:33](B(O)O)[CH:34]=[CH:35][CH:36]=1)(=[O:30])=[O:29].C([O-])([O-])=O.[Cs+].[Cs+].O>CC(N(C)C)=O.O>[C:6]([O-:5])(=[O:7])[CH3:27].[C:1]([O:5][C:6]([N:8]1[CH2:13][CH2:12][C@@H:11]([C:14]2[CH:19]=[CH:18][CH:17]=[CH:16][CH:15]=2)[C@H:10]([C:20]2[CH:21]=[C:22]([C:35]3[CH:34]=[CH:33][CH:32]=[C:31]([S:28]([CH3:27])(=[O:30])=[O:29])[CH:36]=3)[CH:23]=[CH:24][CH:25]=2)[CH2:9]1)=[O:7])([CH3:4])([CH3:3])[CH3:2] |f:2.3.4,6.7|. Reported procedure: To a solution of trans-3-(3-chloro-phenyl)-4-phenyl-piperidine-1-carboxylic acid tert-butyl ester (50 mg) and 3-(methylsulfonyl)phenylboronic acid (40.3 mg) in a mixture of DMA/water (1.1 mL, 10:1) was added Cs2CO3 (87.6 mg) and [(t-Bu)2P(OH)]2PdCl2 (POPd) (8.1 mg). The reaction mixture was irradiated with microwave at 90° C. for 10 min, and at 140° C. for 10 and 15 min. Water was added, the phases were separated, and the inorganic one was extracted with ethyl acetate (×2). The organic layers we... Reactants: O=C([O-])[O-], ClCC1CCCO1, Cl, CCOC(=O)c1cn(CC2CCNC2)c2ccc(I)cc2c1=O, [K+], [K+], CN(C)C=O, O. Product: CCOC(=O)c1cn(CC2CCN(CC3CCCO3)C2)c2ccc(I)cc2c1=O. RXN SMILES: [C:32](=[O:33])([O-:34])[O-:35].[CH2:25]([CH:26]1[CH2:27][CH2:28][CH2:29][O:30]1)[Cl:31].[ClH:1].[I:2][c:3]1[cH:4][c:5]2[c:6](=[O:24])[c:7]([C:19](=[O:20])[O:21][CH2:22][CH3:23])[cH:8][n:9]([CH2:13][CH:14]3[CH2:15][NH:16][CH2:17][CH2:18]3)[c:10]2[cH:11][cH:12]1.[K+:36].[K+:37].[O:39]=[CH:40][N:41]([CH3:42])[CH3:43].[OH2:38]>>[I:2][c:3]1[cH:4][c:5]2[c:6](=[O:24])[c:7]([C:19](=[O:20])[O:21][CH2:22][CH3:23])[cH:8][n:9]([CH2:13][CH:14]3[CH2:15][N:16]([CH2:25][CH:26]4[CH2:27][CH2:28][CH2:29][O:30]4)[CH2:17][CH2:18]3)[c:10]2[cH:11][cH:12]1. Reactants: [BH4-].[Na+] (NaBH4), [OH-].[Na+] (NaOH), IC=1C=C(C=C(C1)I)[N+](=O)[O-] (3,5-diiodonitrobenzene), O.O.Cl[Sn]Cl (SnCl2.2H2O). The solvent is CCO (EtOH), CCO (EtOH). Run at temperature 0 celsius. Product: IC=1C=C(N)C=C(C1)I (3,5-diiodoaniline). The yield is 69.5%. Reaction SMILES: [I:1][C:2]1[CH:3]=[C:4]([N+:9]([O-])=O)[CH:5]=[C:6]([I:8])[CH:7]=1.O.O.Cl[Sn]Cl.[BH4-].[Na+].[OH-].[Na+]>CCO>[I:1][C:2]1[CH:3]=[C:4]([CH:5]=[C:6]([I:8])[CH:7]=1)[NH2:9] |f:1.2.3,4.5,6.7|. Procedure: To a suspension of 3,5-diiodonitrobenzene (10 g, 26.7 mmol) in anhydrous EtOH (100 mL) was added SnCl2.2H2O (30 g, 133.6 mmol). The reaction mixture was brought to boil and a solution of NaBH4 (508 mg, 13.4 mmol) in EtOH (50 mL) was added slowly then stirred at reflux for 1 h. After the reaction was cooled down to 0° C., the mixture was neutralized with a solution of 3M NaOH (200 mL). The aniline derivative was extracted with chloroform, dried over Na2SO4 and evaporated under reduced pressure to... The product is COC1=C(C=CC=C1)NC(C1=CC(=CC=C1)S(=O)(=O)N1CCCCC1)=O (N-(2-methoxyphenyl)-3-(piperidin-1-ylsulfonyl)benzamide). The reactants are N1(CCCCC1)S(=O)(=O)C=1C=C(C(=O)O)C=CC1 (3-(piperidin-1-ylsulfonyl)benzoic acid), COC1=C(N)C=CC=C1 (2-methoxyaniline). As a reaction SMILES: [N:1]1([S:7]([C:10]2[CH:11]=[C:12]([CH:16]=[CH:17][CH:18]=2)[C:13]([OH:15])=O)(=[O:9])=[O:8])[CH2:6][CH2:5][CH2:4][CH2:3][CH2:2]1.[CH3:19][O:20][C:21]1[CH:27]=[CH:26][CH:25]=[CH:24][C:22]=1[NH2:23]>>[CH3:19][O:20][C:21]1[CH:27]=[CH:26][CH:25]=[CH:24][C:22]=1[NH:23][C:13](=[O:15])[C:12]1[CH:16]=[CH:17][CH:18]=[C:10]([S:7]([N:1]2[CH2:2][CH2:3][CH2:4][CH2:5][CH2:6]2)(=[O:8])=[O:9])[CH:11]=1. Procedure: The entitled compound was produced according to the method of Example 73 but using 3-(piperidin-1-ylsulfonyl)benzoic acid and 2-methoxyaniline as the starting materials. The reactants are NC1C(N(C2=C(C(=N1)C1=C(C=CC=C1)Cl)C=C(C=C2)Cl)C)=O (3-amino-7-chloro-5-(2-chlorophenyl)-1,3-dihydro-1-methyl-2H-1,4-benzodiazepin-2-one), NC1C(N(C2=C(C(=N1)C1=C(C=CC=C1)Cl)C=C(C=C2)Cl)C)=O (3-amino-7-chloro-5-(2-chlorophenyl)-1,3-dihydro-1-methyl-2H-1,4-benzodiazepin-2-one), N(=C=S)C1=CC=C(C2=CC=CC=C12)N(C)C (4-isothiocyanato-N,N-dimethyl-1-naphthalenamine). The solvent is ClC(C)Cl (dichloroethane). Run at temperature 70 celsius, time 4 hour. The product is ClC=1C=CC2=C(C(=NC(C(N2C)=O)NC(=S)NC2=CC=C(C3=CC=CC=C23)N(C)C)C2=C(C=CC=C2)Cl)C1 (N-[7-chloro-5-(2-chlorophenyl)-2,3-dihydro-1-methyl-2-oxo-1H-1,4-benzodiazepin-3-yl]-N′-[4-(dimethylamino)-1-naphthalenyl]-thiourea), solid. The yield is 60.0%. RXN SMILES: [NH2:1][CH:2]1[N:8]=[C:7]([C:9]2[CH:14]=[CH:13][CH:12]=[CH:11][C:10]=2[Cl:15])[C:6]2[CH:16]=[C:17]([Cl:20])[CH:18]=[CH:19][C:5]=2[N:4]([CH3:21])[C:3]1=[O:22].[N:23]([C:26]1[C:35]2[C:30](=[CH:31][CH:32]=[CH:33][CH:34]=2)[C:29]([N:36]([CH3:38])[CH3:37])=[CH:28][CH:27]=1)=[C:24]=[S:25]>ClC(Cl)C>[Cl:20][C:17]1[CH:18]=[CH:19][C:5]2[N:4]([CH3:21])[C:3](=[O:22])[CH:2]([NH:1][C:24]([NH:23][C:26]3[C:35]4[C:30](=[CH:31][CH:32]=[CH:33][CH:34]=4)[C:29]([N:36]([CH3:38])[CH3:37])=[CH:28][CH:27]=3)=[S:25])[N:8]=[C:7]([C:9]3[CH:14]=[CH:13][CH:12]=[CH:11][C:10]=3[Cl:15])[C:6]=2[CH:16]=1. Reported procedure: To a solution of 3-amino-7-chloro-5-(2-chlorophenyl)-1,3-dihydro-1-methyl-2H-1,4-benzodiazepin-2-one (INTERMEDIATE 8) (0.03 g, 1 mmol) in dichloroethane (5 ml) was added 4-isothiocyanato-N,N-dimethyl-1-naphthalenamine (0.025 g, 1 mmol). The reaction mixture was stirred at 70° C. for 4 hours. The solvent was evaporated in vacuo, the residue was triturated with ether and the title compound was obtained as a colorless solid (35 mg, 60%). 1H-NMR (CDCl3): δ 8.26 (d, J=8.4 Hz, 1H), 8.03 (d, J=7.6 Hz, ...